Dataset: the Open Reaction Database (ORD), a public repository of structured organic reaction records. Task: describe an organic reaction: reactants, conditions, products, and yield The reactants are Br, N#Cc1cc(F)c(N)c(F)c1, CC(=O)O, [Cu]Br, O=N[O-], [Na+], O, O=S(=O)(O)O. The product is N#Cc1cc(F)c(Br)c(F)c1. RXN SMILES: [BrH:25].[C:14](#[N:15])[c:16]1[cH:17][c:18]([F:24])[c:19]([NH2:20])[c:21]([F:23])[cH:22]1.[CH3:10][C:11](=[O:12])[OH:13].[Cu:26][Br:27].[N:1]([O-:2])=[O:3].[Na+:4].[OH2:28].[S:5](=[O:6])(=[O:7])([OH:8])[OH:9]>>[C:14](#[N:15])[c:16]1[cH:17][c:18]([F:24])[c:19]([Br:25])[c:21]([F:23])[cH:22]1.